This data is from the Open Reaction Database (ORD), a public repository of structured organic reaction records. The task is: describe an organic reaction: reactants, conditions, products, and yield Starting materials: C1(CC(C2=CC=CC=C12)=O)=O (1,3-indandione), COC=1C=C(C=CC1)[Mg]Br (m-Methoxyphenyl magnesium bromide), [Br-] (bromide), [Mg] (magnesium). Run in CCOCC (ether), CCOCC (ether). Conditions: time 4.5 hour. Yields the product COC=1C=C(C=CC1)C1(CC(C2=CC=CC=C12)=O)O (3-(3-Methoxyphenyl)-3-hydroxyindan-1-one). Yield: 59.0%. Reaction SMILES: [CH3:1][O:2][C:3]1[CH:4]=[C:5]([Mg]Br)[CH:6]=[CH:7][CH:8]=1.[Br-].[Mg].[C:13]1(=[O:23])[C:21]2[C:16](=[CH:17][CH:18]=[CH:19][CH:20]=2)[C:15](=[O:22])[CH2:14]1>CCOCC>[CH3:1][O:2][C:3]1[CH:4]=[C:5]([C:13]2([OH:23])[C:21]3[C:16](=[CH:17][CH:18]=[CH:19][CH:20]=3)[C:15](=[O:22])[CH2:14]2)[CH:6]=[CH:7][CH:8]=1. Reported procedure: m-Methoxyphenyl magnesium bromide (prepared from 10 g of the corresponding bromide and 1.45 g of magnesium turnings in ether) was treated at 0° with a solution of 1,3-indandione (3.5 g) in ether. After stirring at 25° for 4.5 hours, the mixture was quenched with saturated ammonium chloride solution. The layers were separated, the aqueous layer was extracted with ether, and the organic layers were dried (MgSO4) and concentrated. Chromatography of the residue on silica gel provided the title compo... Starting materials: ClC1=CN=C2C(=N1)SC(=C2)C(=O)O (3-chlorothieno[2,3-b]pyrazine-6-carboxylic acid), S(=O)(Cl)Cl (thionyl chloride). The product is ClC1=CN=C2C(=N1)SC(=C2)C(=O)Cl (3-chlorothieno[2,3-b]pyrazine-6-carbonyl chloride). The yield is 98.8%. Reaction SMILES: [Cl:1][C:2]1[N:7]=[C:6]2[S:8][C:9]([C:11]([OH:13])=O)=[CH:10][C:5]2=[N:4][CH:3]=1.S(Cl)([Cl:16])=O>>[Cl:1][C:2]1[N:7]=[C:6]2[S:8][C:9]([C:11]([Cl:16])=[O:13])=[CH:10][C:5]2=[N:4][CH:3]=1. Procedure details: A solution of 3-chlorothieno[2,3-b]pyrazine-6-carboxylic acid 93 (0.191 mmol, 41 mg) in thionyl chloride (27.4 mmol, 2 ml, 3262 mg) was heated at 80° C. for 2 h. Reaction mixture was concentrated under reduced pressure and co-evaporated with toluene (2×) to give 3-chlorothieno[2,3-b]pyrazine-6-carbonyl chloride 94 (44 mg, 100%). Reactants: Br.CC1=NC=CC(=C1)C1=CC=C(C=C1)O (2-methyl-4-(4-hydroxyphenyl)pyridine hydrobromide), dioxalate, C([O-])([O-])=O.[K+].[K+] (potassium carbonate), Cl.CS(=O)(=O)OCCCN1C[C@H](CCC1)C ((3S)-1-(3-methanesulfonyloxypropyl)-3-methylpiperidine hydrochloride). Solvent: CN(C=O)C (N,N-dimethylformamide). Yields the product CC1=NC=CC(=C1)C1=CC=C(C=C1)OCCCN1C[C@H](CCC1)C (2-methyl-4-(4-{3-[(3S)-3-methylpiperidin-1-yl]propoxy}phenyl)pyridine). RXN SMILES: Br.[CH3:2][C:3]1[CH:8]=[C:7]([C:9]2[CH:14]=[CH:13][C:12]([OH:15])=[CH:11][CH:10]=2)[CH:6]=[CH:5][N:4]=1.C(=O)([O-])[O-].[K+].[K+].Cl.CS(O[CH2:28][CH2:29][CH2:30][N:31]1[CH2:36][CH2:35][CH2:34][C@H:33]([CH3:37])[CH2:32]1)(=O)=O>CN(C)C=O>[CH3:2][C:3]1[CH:8]=[C:7]([C:9]2[CH:14]=[CH:13][C:12]([O:15][CH2:28][CH2:29][CH2:30][N:31]3[CH2:36][CH2:35][CH2:34][C@H:33]([CH3:37])[CH2:32]3)=[CH:11][CH:10]=2)[CH:6]=[CH:5][N:4]=1 |f:0.1,2.3.4,5.6|. Procedure: A Following the procedure described in example 56A, but starting from 2-methyl-4-(4-hydroxyphenyl)pyridine hydrobromide (130 m g), potassium carbonate (415 g), (3S)-1-(3-methanesulfonyloxypropyl)-3-methylpiperidine hydrochloride (170 mg) and N,N-dimethylformamide (5 mL) gives 82 mg of 2-methyl-4-(4-{3-[(3S)-3-methylpiperidin-1-yl]propoxy}phenyl)pyridine, dioxalate as a pale yellow powder melting at 97° C.